This data is from the Open Reaction Database (ORD), a public repository of structured organic reaction records. The task is: describe an organic reaction: reactants, conditions, products, and yield The reactants are [BH4-], CO, CCO, COC(=O)c1ncccc1OC, [Na+]. Yields the product COc1cccnc1CO. As a reaction SMILES: [BH4-:1].[CH3:15][OH:16].[CH3:17][CH2:18][OH:19].[CH3:3][O:4][c:5]1[c:6]([C:11](=[O:12])[O:13][CH3:14])[n:7][cH:8][cH:9][cH:10]1.[Na+:2]>>[CH3:3][O:4][c:5]1[c:6]([CH2:11][OH:12])[n:7][cH:8][cH:9][cH:10]1.